The task is: describe an organic reaction: reactants, conditions, products, and yield. This data is from the Open Reaction Database (ORD), a public repository of structured organic reaction records. Starting materials: C(C)(=O)C=1SC=CC1CN1C(C(N=C(C2=C1C=CC=C2)C2CCCCC2)NC(=O)OC(C)(C)C)=O ((3RS)-1-(2-acetylthiophen-3-yl)methyl-3-tert-butoxycarbonylamino-5-cyclohexyl-2,3-dihydro-1H-1,4-benzodiazepin-2-one), Cl (hydrogen chloride). Run in C(C)(=O)OCC (ethyl acetate). The product is C(C)(=O)C=1SC=CC1CN1C(C(N=C(C2=C1C=CC=C2)C2CCCCC2)N)=O ((3RS)-1-(2-acetylthiophen-3-yl)methyl-3-amino-5-cyclohexyl-2,3-dihydro-1H-1,4-benzodiazepin-2-one). Isolated yield 82.7%. RXN SMILES: [C:1]([C:4]1[S:5][CH:6]=[CH:7][C:8]=1[CH2:9][N:10]1[C:16]2[CH:17]=[CH:18][CH:19]=[CH:20][C:15]=2[C:14]([CH:21]2[CH2:26][CH2:25][CH2:24][CH2:23][CH2:22]2)=[N:13][CH:12]([NH:27]C(OC(C)(C)C)=O)[C:11]1=[O:35])(=[O:3])[CH3:2].Cl>C(OCC)(=O)C>[C:1]([C:4]1[S:5][CH:6]=[CH:7][C:8]=1[CH2:9][N:10]1[C:16]2[CH:17]=[CH:18][CH:19]=[CH:20][C:15]=2[C:14]([CH:21]2[CH2:22][CH2:23][CH2:24][CH2:25][CH2:26]2)=[N:13][CH:12]([NH2:27])[C:11]1=[O:35])(=[O:3])[CH3:2]. Procedure details: To a solution of (3RS)-1-(2-acetylthiophen-3-yl)methyl-3-tert-butoxycarbonylamino-5-cyclohexyl-2,3-dihydro-1H-1,4-benzodiazepin-2-one (0.379 g) in ethyl acetate (10 ml) was treated with hydrogen chloride under stirring. The mixture was extracted with water twice and 1N hydrogen chloride aqueous solution. The extracts were combined, alkalized with sodium bicarbonate and extracted with chloroform three times. The extracts were combined, dried over sodium sulfate and evaporated in vacuo to afford (... Starting materials: C[C@@H]1O[C@@H](CN(C1)C=1OC=2C(N1)=C(C=CC2)C(=O)O)C (2-[(2S,6R)-2,6-dimethylmorpholino]benzoxazole-4-carboxylic acid), Cl.Cl.N[C@@H]1CN2CCC1CC2 ((S)-(−)-3-aminoquinuclidine dihydrochloride). Product: N12CCC(CC1)[C@@H](C2)NC(=O)C=2C=CC=C1C2N=C(O1)N1C[C@@H](O[C@@H](C1)C)C ((S)—N-(quinuclidine-8-yl)-2-((2S,6R)-2,6-dimethylmorpholino)benzoxazole-4-carboxamide). As a reaction SMILES: [CH3:1][C@H:2]1[CH2:7][N:6]([C:8]2[O:9][C:10]3[C:11](=[C:13]([C:17]([OH:19])=O)[CH:14]=[CH:15][CH:16]=3)[N:12]=2)[CH2:5][C@@H:4]([CH3:20])[O:3]1.Cl.Cl.[NH2:23][C@H:24]1[CH:29]2[CH2:30][CH2:31][N:26]([CH2:27][CH2:28]2)[CH2:25]1>>[N:26]12[CH2:25][C@@H:24]([NH:23][C:17]([C:13]3[CH:14]=[CH:15][CH:16]=[C:10]4[O:9][C:8]([N:6]5[CH2:5][C@@H:4]([CH3:20])[O:3][C@@H:2]([CH3:1])[CH2:7]5)=[N:12][C:11]=34)=[O:19])[CH:29]([CH2:30][CH2:31]1)[CH2:28][CH2:27]2 |f:1.2.3|. Reported procedure: Following general procedure GP-C1, a mixture of 2-[(2S,6R)-2,6-dimethylmorpholino]benzoxazole-4-carboxylic acid and (S)-(−)-3-aminoquinuclidine dihydrochloride were coupled to provide (S)—N-(quinuclidine-8-yl)-2-((2S,6R)-2,6-dimethylmorpholino)benzoxazole-4-carboxamide, which was converted to the hydrochloride salt following general procedure GP-D1. 1H NMR and MS consistent.